This data is from the Open Reaction Database (ORD), a public repository of structured organic reaction records. The task is: describe an organic reaction: reactants, conditions, products, and yield Starting materials: Cl (hydrochloric acid), BrC=1C=C(C=O)C=CC1 (3-bromobenzaldehyde), C(CC(=O)O)(=O)O (malonic acid), N1CCCCC1 (piperidine). Run in N1=CC=CC=C1 (pyridine), O (water). Conditions: temperature 90 celsius, time 48 hour. Yields the product BrC=1C=C(C=CC1)/C=C/C(=O)O (Trans-3-(3-bromophenyl)-2-propenoic acid). As a reaction SMILES: [Br:1][C:2]1[CH:3]=[C:4]([CH:7]=[CH:8][CH:9]=1)[CH:5]=O.C(O)(=O)[CH2:11][C:12]([OH:14])=[O:13].N1CCCCC1.Cl>N1C=CC=CC=1.O>[Br:1][C:2]1[CH:3]=[C:4](/[CH:5]=[CH:11]/[C:12]([OH:14])=[O:13])[CH:7]=[CH:8][CH:9]=1. Reported procedure: A magnetically stirred solution of 3-bromobenzaldehyde (86.5 g, 0.468 mol) and malonic acid (107 g, 1.03 mol) in pyridine (200 ml) was treated with piperidine (4.0 ml, 40.45 mmol) and heated at ˜90° C. for 90 min then under reflux for 30 min. The cooled mixture was poured onto ice (200 g) and water (300 ml) then acidified to pH=1 with conc. hydrochloric acid. Filtration afforded a white solid which was washed with water (4×200 ml), dried by suction and placed in an oven at 70° C. for 48 h until ...